Dataset: the Open Reaction Database (ORD), a public repository of structured organic reaction records. Task: describe an organic reaction: reactants, conditions, products, and yield Starting materials: Cl (hydrochloric acid), C(C1=CC=CC=C1)C=1C=CC=C2C=CC(=C(C12)OCOC)OC (8-benzyl-2-methoxy-1-methoxymethoxynaphthalene), O (water). The solvent is CC(=O)C (acetone). Reaction conditions: time 1.5 hour. The product is C(C1=CC=CC=C1)C=1C=CC=C2C=CC(=C(C12)O)OC (8-Benzyl-2-methoxy-1-naphthol). The yield is 74.8%. As a reaction SMILES: [CH2:1]([C:8]1[CH:9]=[CH:10][CH:11]=[C:12]2[C:17]=1[C:16]([O:18]COC)=[C:15]([O:22][CH3:23])[CH:14]=[CH:13]2)[C:2]1[CH:7]=[CH:6][CH:5]=[CH:4][CH:3]=1.Cl.O>CC(C)=O>[CH2:1]([C:8]1[CH:9]=[CH:10][CH:11]=[C:12]2[C:17]=1[C:16]([OH:18])=[C:15]([O:22][CH3:23])[CH:14]=[CH:13]2)[C:2]1[CH:3]=[CH:4][CH:5]=[CH:6][CH:7]=1. Reported procedure: 79.5 g of 8-benzyl-2-methoxy-1-methoxymethoxynaphthalene was dissolved in 300 ml of acetone to give a solution. 120 ml of 6N hydrochloric acid was added to the solution at room temperature. The obtained mixture was stirred for 1.5 hours, followed by the addition of 400 ml of water. The obtained mixture was extracted with ethyl acetate. The organic layer was washed with water, dried over anhydrous magnesium sulfate and distilled in a vacuum to remove the solvent. The obtained solid was washed wit... The reactants are NC(=O)c1cccc(Cc2cc(Cl)ccc2OCc2ccc(Cl)cc2F)n1, O=P(Cl)(Cl)Cl. Yields the product N#Cc1cccc(Cc2cc(Cl)ccc2OCc2ccc(Cl)cc2F)n1. Reaction SMILES: [Cl:1][c:2]1[cH:3][cH:4][c:5]([O:18][CH2:19][c:20]2[c:21]([F:27])[cH:22][c:23]([Cl:26])[cH:24][cH:25]2)[c:6]([CH2:8][c:9]2[cH:10][cH:11][cH:12][c:13]([C:15](=[O:16])[NH2:17])[n:14]2)[cH:7]1.[P:28]([Cl:29])([Cl:30])([Cl:31])=[O:32]>>[Cl:1][c:2]1[cH:3][cH:4][c:5]([O:18][CH2:19][c:20]2[c:21]([F:27])[cH:22][c:23]([Cl:26])[cH:24][cH:25]2)[c:6]([CH2:8][c:9]2[cH:10][cH:11][cH:12][c:13]([C:15]#[N:17])[n:14]2)[cH:7]1. The reactants are Cl.Cl.C(C1=CN=CC=C1)(=O)OCCN (2-aminoethyl nicotinate dihydrochloride), ClC1=C(C=C(C(=C1)Cl)Cl)C(CN(C([O-])=O)N=O)Cl (2,4,5-trichlorophenyl-N-(2-chloroethyl)-N-nitrosocarbamate), C(Cl)(Cl)Cl.C(C)(=O)OCC (chloro form ethyl acetate). Run in N1=CC=CC=C1 (pyridine). The product is ClCCN(C(=O)NCCOC(=O)C=1C=NC=CC1)N=O (N-(2-Chloroethyl)-N'-[2-(3-pyridinecarbonyloxy)ethyl]-N-nitrosourea). Reaction SMILES: Cl.Cl.[C:3]([O:11][CH2:12][CH2:13][NH2:14])(=[O:10])[C:4]1[CH:9]=[CH:8][CH:7]=[N:6][CH:5]=1.ClC1C=C(Cl)C(Cl)=CC=1[CH:24]([Cl:32])[CH2:25][N:26]([N:30]=[O:31])[C:27](=O)[O-:28].C(Cl)(Cl)Cl.C(OCC)(=O)C>N1C=CC=CC=1>[Cl:32][CH2:24][CH2:25][N:26]([N:30]=[O:31])[C:27]([NH:14][CH2:13][CH2:12][O:11][C:3]([C:4]1[CH:5]=[N:6][CH:7]=[CH:8][CH:9]=1)=[O:10])=[O:28] |f:0.1.2,4.5|. Reported procedure: A solution of 2-aminoethyl nicotinate dihydrochloride (1.25 g, 52 mmol) and 2,4,5-trichlorophenyl-N-(2-chloroethyl)-N-nitrosocarbamate (2 g, 6 mmol) in 40 mL of pyridine was stirred under nitrogen at room temperature for 24 hours. The reaction was monitored by thin layer chromatography (silica, 1:1 chloro form/ethyl acetate, Rf 0.26). The solvent was removed in vacuo and the residue was chromatographed on a silica gel column by eluting, first with benzene to remove unreacted nitrosocarbamate and... Reactants: N[C@H]1CN(CC1)C1=NC(=C2N=CN(C2=N1)[C@H]1[C@@H]([C@@H]([C@H](C1)NC(CC)=O)O)O)NCC(C1=CC=C(C=C1)O)C1=CC=C(C=C1)O (N-((1S,2R,3S,4R)-4-{2-((R)-3-amino-pyrrolidin-1-yl)-6-[2,2-bis-(4-hydroxy-phenyl)-ethylamino]-purin-9-yl}-2,3-dihydroxy-cyclopentyl)-propionamide), TEA, O1CCN(CC1)C1=NC=C(C(=O)Cl)C=C1 (6-morpholinonicotinoyl chloride), CN1CCCC1=O (NMP). Run in C1CCOC1 (THF). Reaction conditions: time 30 minute. Product: Cl (HCl), Cl.OC1=CC=C(C=C1)C(CNC1=C2N=CN(C2=NC(=N1)N1C[C@@H](CC1)NC(C1=CN=C(C=C1)N1CCOCC1)=O)[C@H]1[C@@H]([C@@H]([C@H](C1)NC(CC)=O)O)O)C1=CC=C(C=C1)O (N-{(R)-1-[6-[2,2-Bis-(4-hydroxy-phenyl)-ethylamino]-9-((1R,2S,3R,4S)-2,3-dihydroxy-4-propionylamino-cyclopentyl)-9H-purin-2-yl]-pyrrolidin-3-yl}-6-morpholin-4-yl-nicotinamide hydrochloride). As a reaction SMILES: [NH2:1][C@@H:2]1[CH2:6][CH2:5][N:4]([C:7]2[N:15]=[C:14]3[C:10]([N:11]=[CH:12][N:13]3[C@@H:16]3[CH2:20][C@H:19]([NH:21][C:22](=[O:25])[CH2:23][CH3:24])[C@@H:18]([OH:26])[C@H:17]3[OH:27])=[C:9]([NH:28][CH2:29][CH:30]([C:38]3[CH:43]=[CH:42][C:41]([OH:44])=[CH:40][CH:39]=3)[C:31]3[CH:36]=[CH:35][C:34]([OH:37])=[CH:33][CH:32]=3)[N:8]=2)[CH2:3]1.CN1C(=O)CCC1.[O:52]1[CH2:57][CH2:56][N:55]([C:58]2[CH:66]=[CH:65][C:61]([C:62]([Cl:64])=[O:63])=[CH:60][N:59]=2)[CH2:54][CH2:53]1>C1COCC1>[ClH:64].[ClH:64].[OH:44][C:41]1[CH:42]=[CH:43][C:38]([CH:30]([C:31]2[CH:36]=[CH:35][C:34]([OH:37])=[CH:33][CH:32]=2)[CH2:29][NH:28][C:9]2[N:8]=[C:7]([N:4]3[CH2:5][CH2:6][C@@H:2]([NH:1][C:62](=[O:63])[C:61]4[CH:65]=[CH:66][C:58]([N:55]5[CH2:54][CH2:53][O:52][CH2:57][CH2:56]5)=[N:59][CH:60]=4)[CH2:3]3)[N:15]=[C:14]3[C:10]=2[N:11]=[CH:12][N:13]3[C@@H:16]2[CH2:20][C@H:19]([NH:21][C:22](=[O:25])[CH2:23][CH3:24])[C@@H:18]([OH:26])[C@H:17]2[OH:27])=[CH:39][CH:40]=1 |f:5.6|. Procedure details: A suspension of N-((1S,2R,3S,4R)-4-{2-((R)-3-amino-pyrrolidin-1-yl)-6-[2,2-bis-(4-hydroxy-phenyl)-ethylamino]-purin-9-yl}-2,3-dihydroxy-cyclopentyl)-propionamide (20 mg, 33 μmol) in dry THF is treated with NMP (0.5 ml) followed by TEA (13.4 mg, 0.13 mmol) and 6-morpholinonicotinoyl chloride (8.3 mg, 37 μmol). The reaction mixture is stirred at room temperature for 30 minutes and then the solvent is removed in vacuo. Purification by C-18 reverse phase column chromatography eluting with acetonitri... RXN SMILES: [CH3:1][O:2][CH:3]([O:15][CH3:16])[C:4]1[C:9](Br)=[CH:8][C:7]([O:11][CH3:12])=[C:6]([O:13][CH3:14])[CH:5]=1.C([Li])CCC.C([C:24]1[CH:29]=[CH:28][N:27]=[CH:26][CH:25]=1)=O.O.[O:31]1CCC[CH2:32]1>CCCCCC.C(OCC)(=O)C>[CH3:1][O:2][CH:3]([O:15][CH3:16])[C:4]1[C:9]([C:24]2[CH:29]=[CH:28][N:27]=[CH:26][CH:25]=2)=[CH:8][C:7]([O:11][CH3:12])=[C:6]([O:13][CH3:14])[C:5]=1[CH2:32][OH:31]. Procedure: A solution of 6-bromo-3,4-dimethoxybenzaldehyde dimethyl acetal (20 ml) in tetrahydrofuran (100 ml) is cooled to −60° C., and thereto is added dropwise a 1.6 M solution of n-butyl lithium in hexane (45.1 ml) over a period of 20 minutes under nitrogen atmosphere. The mixture is reacted at the same temperature for 30 minutes, and thereto is added dropwise a solution of 4-formylpyridine (7.36 g) in tetrahydrofuran (50 ml) over a period of 20 minutes. The reaction mixture is reacted for one hour, an... Product: COC(C1=C(C(=C(C=C1C1=CC=NC=C1)OC)OC)CO)OC (3,4-dimethoxy-6-(4-pyridyl)hydroxymethylbenzaldehyde dimethyl acetal). The solvent is CCCCCC (hexane), C(C)(=O)OCC (ethyl acetate). Starting materials: C(=O)C1=CC=NC=C1 (4-formylpyridine), O1CCCC1 (tetrahydrofuran), COC(C1=CC(=C(C=C1Br)OC)OC)OC (6-bromo-3,4-dimethoxybenzaldehyde dimethyl acetal), O1CCCC1 (tetrahydrofuran), solution, C(CCC)[Li] (n-butyl lithium), O (water). Yields the product C1(=CC=C(C=C1)S(=O)(=O)OCCCCCC)C (n-hexyl p-toluenesulfonate). Isolated yield 95.3%. Run in O (water). The reactants are Cl (HCl), N1=CC=CC=C1 (pyridine), C(CCCCC)O (n-hexanol), C1(=CC=C(C=C1)S(=O)(=O)Cl)C (p-toluenesulfonyl chloride). As a reaction SMILES: N1C=CC=CC=1.[CH2:7]([OH:13])[CH2:8][CH2:9][CH2:10][CH2:11][CH3:12].[C:14]1([CH3:24])[CH:19]=[CH:18][C:17]([S:20](Cl)(=[O:22])=[O:21])=[CH:16][CH:15]=1.Cl>O>[C:14]1([CH3:24])[CH:19]=[CH:18][C:17]([S:20]([O:13][CH2:7][CH2:8][CH2:9][CH2:10][CH2:11][CH3:12])(=[O:22])=[O:21])=[CH:16][CH:15]=1. Procedure: 20 ml of pyridine was added to 5.02 g (49.2 mM) of n-hexanol, followed by stirring below 0° C. To the mixture, 11.24 g (59.0 mM) of p-toluenesulfonyl chloride was added. The mixture was stirred for 6 hours below 0° C. After the reaction, the reaction mixture was poured into iced water and acidified with conc. HCl, followed by two times of extraction with dichloromethane, two times of washing with water, drying with sodium sulfate and distilling-off of the solvent to obtain 12.0 g (46.8 mM) of an... The reactants are CC1(CCC=2C(=NN(C2C1)COCC[Si](C)(C)C)C=1N(C2=CC(=CC=C2C1)N(C(OCC1=CC=CC=C1)=O)C)COCC[Si](C)(C)C)C (benzyl N-(2-{6,6-dimethyl-1-[2-(trimethylsilyl)ethoxymethyl]-4,5,6,7-tetrahydro-1H-indazol-3-yl}-1-[2-(trimethylsilyl)ethoxymethyl]-1H-indol-6-yl)-N-methylcarbamate), [F-].C(CCC)[N+](CCCC)(CCCC)CCCC (tetrabutylammonium fluoride). Run in CN(C=O)C (N,N-dimethylformamide). Run at temperature 90 celsius. Product: CC1(CCC=2C(=NNC2C1)C=1NC2=CC(=CC=C2C1)N(C(OCC1=CC=CC=C1)=O)C)C (benzyl N-{2-(6,6-dimethyl-4,5,6,7-tetrahydro-1H-indazol-3-yl)-1H-indol-6-yl}-N-methylcarbamate). Yield: 88.4%. Reaction SMILES: [CH3:1][C:2]1([CH3:48])[CH2:10][C:9]2[N:8](COCC[Si](C)(C)C)[N:7]=[C:6]([C:19]3[N:20](COCC[Si](C)(C)C)[C:21]4[C:26]([CH:27]=3)=[CH:25][CH:24]=[C:23]([N:28]([CH3:39])[C:29](=[O:38])[O:30][CH2:31][C:32]3[CH:37]=[CH:36][CH:35]=[CH:34][CH:33]=3)[CH:22]=4)[C:5]=2[CH2:4][CH2:3]1.[F-].C([N+](CCCC)(CCCC)CCCC)CCC>CN(C)C=O>[CH3:1][C:2]1([CH3:48])[CH2:10][C:9]2[NH:8][N:7]=[C:6]([C:19]3[NH:20][C:21]4[C:26]([CH:27]=3)=[CH:25][CH:24]=[C:23]([N:28]([CH3:39])[C:29](=[O:38])[O:30][CH2:31][C:32]3[CH:33]=[CH:34][CH:35]=[CH:36][CH:37]=3)[CH:22]=4)[C:5]=2[CH2:4][CH2:3]1 |f:1.2|. Procedure: A solution of benzyl N-(2-{6,6-dimethyl-1-[2-(trimethylsilyl)ethoxymethyl]-4,5,6,7-tetrahydro-1H-indazol-3-yl}-1-[2-(trimethylsilyl)ethoxymethyl]-1H-indol-6-yl)-N-methylcarbamate (13 g, 19 mmol) obtained in Example 1, Step 6, in N,N-dimethylformamide (102 ml) was added to tetrabutylammonium fluoride (93 ml, 93 mmol) concentrated in advance under reduced pressure, and then ethylenediamine (19 ml) was added. The mixture was stirred with heating at 90° C. for 7 hr. After cooling, water and ethyl ac... Yields the product COc1ccc(CNc2nc(Cl)c(Cc3cn(S(=O)(=O)c4ccccc4)c4ncc(Cl)cc34)s2)cn1. Starting materials: [BH3-]C#N, CC(=O)O, CCO, COc1ccc(C=O)cn1, Nc1nc(Cl)c(Cc2cn(S(=O)(=O)c3ccccc3)c3ncc(Cl)cc23)s1. As a reaction SMILES: [C:38]([BH3-:39])#[N:40].[C:41]([OH:42])(=[O:43])[CH3:44].[CH2:45]([OH:46])[CH3:47].[CH3:28][O:29][c:30]1[cH:31][cH:32][c:33]([CH:36]=[O:37])[cH:34][n:35]1.[c:1]1([S:7](=[O:8])(=[O:9])[n:10]2[cH:11][c:12]([CH2:20][c:21]3[c:22]([Cl:27])[n:23][c:24]([NH2:26])[s:25]3)[c:13]3[c:14]2[n:15][cH:16][c:17]([Cl:19])[cH:18]3)[cH:2][cH:3][cH:4][cH:5][cH:6]1>>[c:1]1([S:7](=[O:8])(=[O:9])[n:10]2[cH:11][c:12]([CH2:20][c:21]3[c:22]([Cl:27])[n:23][c:24]([NH:26][CH2:36][c:33]4[cH:32][cH:31][c:30]([O:29][CH3:28])[n:35][cH:34]4)[s:25]3)[c:13]3[c:14]2[n:15][cH:16][c:17]([Cl:19])[cH:18]3)[cH:2][cH:3][cH:4][cH:5][cH:6]1.